This data is from the Open Reaction Database (ORD), a public repository of structured organic reaction records. The task is: describe an organic reaction: reactants, conditions, products, and yield The reactants are CC(C)(C)c1ccc2c(c1)C(=O)OC2=O, COc1ccc(C(=O)Nc2ccccc2N)cc1, Cc1ccccc1. Yields the product COc1ccc(C(=O)Nc2ccccc2N2C(=O)c3ccc(C(C)(C)C)cc3C2=O)cc1. Reaction SMILES: [C:19]([CH3:20])([CH3:21])([CH3:22])[c:23]1[cH:24][c:25]2[c:26]([cH:32][cH:33]1)[C:27](=[O:28])[O:29][C:30]2=[O:31].[CH3:1][O:2][c:3]1[cH:4][cH:5][c:6]([C:7](=[O:8])[NH:9][c:10]2[c:11]([NH2:16])[cH:12][cH:13][cH:14][cH:15]2)[cH:17][cH:18]1.[CH3:34][c:35]1[cH:36][cH:37][cH:38][cH:39][cH:40]1>>[CH3:1][O:2][c:3]1[cH:4][cH:5][c:6]([C:7](=[O:8])[NH:9][c:10]2[c:11]([N:16]3[C:27](=[O:28])[c:26]4[c:25]([cH:24][c:23]([C:19]([CH3:20])([CH3:21])[CH3:22])[cH:33][cH:32]4)[C:30]3=[O:29])[cH:12][cH:13][cH:14][cH:15]2)[cH:17][cH:18]1. The reactants are ClC1=CC=C2C(=NN(C2=C1)CC)I (6-chloro-1-ethyl-3-iodo-1H-indazole), C(C)(C)[Mg]Cl (isopropylmagnesium chloride), C(CCC)[Sn](Cl)(CCCC)CCCC (tributylchlorostannane). The solvent is C1CCOC1 (THF). Reaction conditions: temperature 0 celsius, time 20 minute. The product is ClC1=CC=C2C(=NN(C2=C1)CC)[Sn](CCCC)(CCCC)CCCC (6-chloro-1-ethyl-3-tributylstannanyl-1H-indazole). The yield is 58.0%. RXN SMILES: [Cl:1][C:2]1[CH:10]=[C:9]2[C:5]([C:6](I)=[N:7][N:8]2[CH2:11][CH3:12])=[CH:4][CH:3]=1.C([Mg]Cl)(C)C.[CH2:19]([Sn:23]([CH2:29][CH2:30][CH2:31][CH3:32])([CH2:25][CH2:26][CH2:27][CH3:28])Cl)[CH2:20][CH2:21][CH3:22]>C1COCC1>[Cl:1][C:2]1[CH:10]=[C:9]2[C:5]([C:6]([Sn:23]([CH2:25][CH2:26][CH2:27][CH3:28])([CH2:29][CH2:30][CH2:31][CH3:32])[CH2:19][CH2:20][CH2:21][CH3:22])=[N:7][N:8]2[CH2:11][CH3:12])=[CH:4][CH:3]=1. Procedure details: To a solution of 6-chloro-1-ethyl-3-iodo-1H-indazole (150 mg, 0.47 mmol) in THF (3 mL) at 0° C. was slowly added isopropylmagnesium chloride (2.0 M in THF, 0.28 mL, 0.56 mmol). The bright yellow heterogeneous reaction mixture was stirred at 0° C. for 20 min then tributylchlorostannane (0.15 mL, 0.56 mmol) was added dropwise. Stirring was continued at 0° C. for 20 min then at room temperature for 2 h. The reaction mixture was quenched with water and extracted with EtOAc (2×). The combined organic... The reactants are O=C(NCC(=O)N1CCC(NC2CCC(O)(c3ccc(Br)cn3)CC2)C1)c1cccc(C(F)(F)F)c1, O=Cc1ccccc1B(O)O, ClCCl, N#N, [Na+], [Na+], O=C([O-])[O-], CN(C)C=O. Product: O=Cc1ccccc1-c1ccc(C2(O)CCC(NC3CCN(C(=O)CNC(=O)c4cccc(C(F)(F)F)c4)C3)CC2)nc1. As a reaction SMILES: [Br:1][c:2]1[cH:3][cH:4][c:5]([C:8]2([OH:36])[CH2:9][CH2:10][CH:11]([NH:14][CH:15]3[CH2:16][N:17]([C:20]([CH2:21][NH:22][C:23]([c:24]4[cH:25][c:26]([C:30]([F:31])([F:32])[F:33])[cH:27][cH:28][cH:29]4)=[O:34])=[O:35])[CH2:18][CH2:19]3)[CH2:12][CH2:13]2)[n:6][cH:7]1.[CH:37](=[O:38])[c:39]1[c:40]([B:45]([OH:46])[OH:47])[cH:41][cH:42][cH:43][cH:44]1.[Cl:50][CH2:51][Cl:52].[N:48]#[N:49].[Na+:58].[Na+:59].[O-:60][C:61](=[O:62])[O-:63].[O:53]=[CH:54][N:55]([CH3:56])[CH3:57]>>[c:2]1(-[c:40]2[c:39]([CH:37]=[O:38])[cH:44][cH:43][cH:42][cH:41]2)[cH:3][cH:4][c:5]([C:8]2([OH:36])[CH2:9][CH2:10][CH:11]([NH:14][CH:15]3[CH2:16][N:17]([C:20]([CH2:21][NH:22][C:23]([c:24]4[cH:25][c:26]([C:30]([F:31])([F:32])[F:33])[cH:27][cH:28][cH:29]4)=[O:34])=[O:35])[CH2:18][CH2:19]3)[CH2:12][CH2:13]2)[n:6][cH:7]1.